Dataset: the Open Reaction Database (ORD), a public repository of structured organic reaction records. Task: describe an organic reaction: reactants, conditions, products, and yield Reactants: [N+](=O)([O-])C1=C(C#N)C=CC(=C1)C(F)(F)F (2-nitro-4-trifluoromethyl-benzonitrile). Reagents/catalysts: [Zn] (Zinc). Run in C(C)(=O)O (acetic acid). Reaction conditions: time 1 hour. Product: NC1=C(C#N)C=CC(=C1)C(F)(F)F (2-amino-4-trifluoromethyl-benzonitrile). RXN SMILES: [N+:1]([C:4]1[CH:11]=[C:10]([C:12]([F:15])([F:14])[F:13])[CH:9]=[CH:8][C:5]=1[C:6]#[N:7])([O-])=O>C(O)(=O)C.[Zn]>[NH2:1][C:4]1[CH:11]=[C:10]([C:12]([F:13])([F:14])[F:15])[CH:9]=[CH:8][C:5]=1[C:6]#[N:7]. Reported procedure: Zinc dust (30 g) was added in portions to a 5° C. solution of 2-nitro-4-trifluoromethyl-benzonitrile (3.0 g, 14 mmol) in glacial acetic acid (260 mL). The reaction mixture was allowed to warm to room temperature, then stirred at room temperature for 1 hour. The reaction mixture was filtered through a celite plug, and the celite layer was washed with glacial acetic acid. The combined filtrate and washings were concentrated to afford 2-amino-4-trifluoromethyl-benzonitrile as an oily, orange solid ... Starting materials: O=C(Cl)Cl, N#CCC(=S)Nc1ccc(C(F)(F)F)cc1, C1CC1, CC#N, [H-], [Na+], C1CCOC1. Product: N#CC(C(=S)Nc1ccc(C(F)(F)F)cc1)=C(O)C1CC1. RXN SMILES: [C:19](=[O:20])([Cl:21])[Cl:22].[C:3](#[N:4])[CH2:5][C:6](=[S:7])[NH:8][c:9]1[cH:10][cH:11][c:12]([C:15]([F:16])([F:17])[F:18])[cH:13][cH:14]1.[CH2:23]1[CH2:24][CH2:25]1.[CH3:26][C:27]#[N:28].[H-:1].[Na+:2].[O:29]1[CH2:30][CH2:31][CH2:32][CH2:33]1>>[C:3](#[N:4])[C:5]([C:6](=[S:7])[NH:8][c:9]1[cH:10][cH:11][c:12]([C:15]([F:16])([F:17])[F:18])[cH:13][cH:14]1)=[C:19]([OH:20])[CH:23]1[CH2:24][CH2:25]1. Starting materials: CCOC(=O)C=CCn1c(C(=O)c2cc(C)cc(C#N)c2)c(C(C)C)c(=O)[nH]c1=O, CO, [NH4+], [OH-]. The product is Cc1cc(C#N)cc(C(=O)c2c(C(C)C)c(=O)[nH]c(=O)n2CC=CC(N)=O)c1. Reaction SMILES: [CH2:1]([O:3][C:4](=[O:2])[CH:5]=[CH:6][CH2:7][n:8]1[c:9](=[O:29])[nH:10][c:11](=[O:28])[c:12]([CH:25]([CH3:26])[CH3:27])[c:13]1[C:14]([c:15]1[cH:16][c:17]([C:22]#[N:23])[cH:18][c:19]([CH3:21])[cH:20]1)=[O:24])[CH3:30].[CH3:33][OH:34].[NH4+:32].[OH-:31]>>[O:3]=[C:4]([CH:5]=[CH:6][CH2:7][n:8]1[c:9](=[O:29])[nH:10][c:11](=[O:28])[c:12]([CH:25]([CH3:26])[CH3:27])[c:13]1[C:14]([c:15]1[cH:16][c:17]([C:22]#[N:23])[cH:18][c:19]([CH3:21])[cH:20]1)=[O:24])[NH2:32]. The reactants are N1=CC=CC=C1 (pyridine), NC1=C(SC=C1)C(=O)OC (methyl 3-aminothiophene-2-carboxylate), ClC(=O)OC(C)C (isopropyl chloroformate). The yield is 89.2%. Reaction conditions: temperature 60 celsius. Procedure details: 22.1 g (0.141 mol) of methyl 3-aminothiophene-2-carboxylate was dissolved in 100 ml of ethyl acetate, and to this was added 11.7 g (0.148 mol) of pyridine. 18.1 g (0.148 mol) of isopropyl chloroformate was added dropwise while cooling with ice over 30 minutes. After completion of the addition, the solution was heated to 60° C. and stirred with heating for 3 hours. After completion of the reaction, the reaction solution was washed sequentially with a 5% aqueous hydrochloric acid solution, saturat... RXN SMILES: [NH2:1][C:2]1[CH:6]=[CH:5][S:4][C:3]=1[C:7]([O:9][CH3:10])=[O:8].N1C=CC=CC=1.Cl[C:18]([O:20][CH:21]([CH3:23])[CH3:22])=[O:19]>C(OCC)(=O)C>[CH:21]([O:20][C:18]([NH:1][C:2]1[CH:6]=[CH:5][S:4][C:3]=1[C:7]([O:9][CH3:10])=[O:8])=[O:19])([CH3:23])[CH3:22]. Yields the product C(C)(C)OC(=O)NC1=C(SC=C1)C(=O)OC (Methyl 3-Isopropoxycarbonylaminothiophene-2-carboxylate). Run in C(C)(=O)OCC (ethyl acetate). Reactants: CN(C1=CC=C(C=C1)/C=C(/C(=O)OCC)\C)C (Ethyl E-3-(4-dimethylamino-phenyl)-2-methyl-acrylate), [OH-].[Na+] (sodium hydroxide). Solvent: CO (methanol). Yields the product CN(C1=CC=C(C=C1)/C=C(/C(=O)O)\C)C (E-3-(4-Dimethylamino-phenyl)-2-methyl-acrylic acid). Reaction SMILES: [CH3:1][N:2]([CH3:17])[C:3]1[CH:8]=[CH:7][C:6](/[CH:9]=[C:10](\[CH3:16])/[C:11]([O:13]CC)=[O:12])=[CH:5][CH:4]=1.[OH-].[Na+]>CO>[CH3:17][N:2]([CH3:1])[C:3]1[CH:4]=[CH:5][C:6](/[CH:9]=[C:10](\[CH3:16])/[C:11]([OH:13])=[O:12])=[CH:7][CH:8]=1 |f:1.2|. Procedure: 1 b) The ester from 1 a) was hydrolyzed in accordance with a standard method (sodium hydroxide in methanol). E-3-(4-Dimethylamino-phenyl)-2-methyl-acrylic acid was isolated. The reactants are FC(C1=NC=C(C=C1)B(O)O)(F)F (2-(Trifluormethyl)pyridin-5-ylboronic acid), BrC=1C=C2CCN(C2=CC1)S(=O)(=O)C1=CC=C(C#N)C=C1 (4-(5-Bromo-2,3-dihydro-indole-1-sulfonyl)-benzonitrile), C([O-])([O-])=O.[Cs+].[Cs+] (cesium carbonate). The solvent is O (water), CN(C=O)C (dimethylformamide), C(C)(=O)OCC (ethyl acetate). Conditions: temperature 90 celsius. Yields the product FC(C1=CC=C(C=N1)C=1C=C2CCN(C2=CC1)S(=O)(=O)C1=CC=C(C#N)C=C1)(F)F (4-[5-(6-Trifluoromethyl-pyridin-3-yl)-2,3-dihydro-indole-1-sulfonyl]-benzonitrile). Yield: 62.9%. RXN SMILES: [F:1][C:2]([F:13])([F:12])[C:3]1[CH:8]=[CH:7][C:6](B(O)O)=[CH:5][N:4]=1.Br[C:15]1[CH:16]=[C:17]2[C:21](=[CH:22][CH:23]=1)[N:20]([S:24]([C:27]1[CH:34]=[CH:33][C:30]([C:31]#[N:32])=[CH:29][CH:28]=1)(=[O:26])=[O:25])[CH2:19][CH2:18]2.C(=O)([O-])[O-].[Cs+].[Cs+]>O.CN(C)C=O.C(OCC)(=O)C>[F:1][C:2]([F:13])([F:12])[C:3]1[N:4]=[CH:5][C:6]([C:15]2[CH:16]=[C:17]3[C:21](=[CH:22][CH:23]=2)[N:20]([S:24]([C:27]2[CH:34]=[CH:33][C:30]([C:31]#[N:32])=[CH:29][CH:28]=2)(=[O:26])=[O:25])[CH2:19][CH2:18]3)=[CH:7][CH:8]=1 |f:2.3.4|. Procedure details: 236.5 mg 2-(Trifluormethyl)pyridin-5-ylboronic acid, 300.0 mg 4-(5-Bromo-2,3-dihydro-indole-1-sulfonyl)-benzonitrile and 807.4 mg cesium carbonate were dissolved in a mixture of 3 ml water and 10 ml dimethylformamide. The reaction mixture was degassed with argon and then 47.7 mg tetrakis(triphenylphosphine)palladium(0) were added and the mixture heated to 90° C. for two hours. The cooled reaction mixture was diluted with 100 ml ethyl acetate and washed with 50 ml water and brine. The organic lay... The product is CC1(c2cccc(CN)c2)OCCO1. Starting materials: [Al+3], CC1(c2cccc(C#N)c2)OCCO1, [H-], [H-], [H-], [H-], [Li+]. As a reaction SMILES: [Al+3:2].[CH3:7][C:8]1([c:13]2[cH:14][c:15]([C:16]#[N:17])[cH:18][cH:19][cH:20]2)[O:9][CH2:10][CH2:11][O:12]1.[H-:1].[H-:4].[H-:5].[H-:6].[Li+:3]>>[CH3:7][C:8]1([c:13]2[cH:14][c:15]([CH2:16][NH2:17])[cH:18][cH:19][cH:20]2)[O:9][CH2:10][CH2:11][O:12]1.